Dataset: the Open Reaction Database (ORD), a public repository of structured organic reaction records. Task: describe an organic reaction: reactants, conditions, products, and yield Starting materials: COc1ccc(Cn2nnc(C(=O)O)n2)cc1, Cc1ccccc1, O=S(Cl)Cl. Product: COc1ccc(Cn2nnc(C(=O)Cl)n2)cc1. Reaction SMILES: [CH3:1][O:2][c:3]1[cH:4][cH:5][c:6]([CH2:7][n:8]2[n:9][c:10]([C:13](=[O:14])[OH:15])[n:11][n:12]2)[cH:16][cH:17]1.[CH3:22][c:23]1[cH:24][cH:25][cH:26][cH:27][cH:28]1.[S:18]([Cl:19])([Cl:20])=[O:21]>>[CH3:1][O:2][c:3]1[cH:4][cH:5][c:6]([CH2:7][n:8]2[n:9][c:10]([C:13](=[O:14])[Cl:20])[n:11][n:12]2)[cH:16][cH:17]1. The reactants are [N+](=O)([O-])C1=C2CN(C(C2=CC=C1)=O)CC1=CC(=CC=C1)C[SiH3] (4-nitro-2-[3-(silylmethyl)benzyl]-1-isoindolinone). The reagents and catalysts are [Pd] (palladium). Solvent: O1CCCC1 (tetrahydrofuran). Conditions: time 20 hour. Yields the product NC1=C2CN(C(C2=CC=C1)=O)CC1=CC(=CC=C1)C[SiH3] (4-Amino-2-[3-(silylmethyl)benzyl]-1-isoindolinone). Reaction SMILES: [N+:1]([C:4]1[CH:12]=[CH:11][CH:10]=[C:9]2[C:5]=1[CH2:6][N:7]([CH2:14][C:15]1[CH:20]=[CH:19][CH:18]=[C:17]([CH2:21][SiH3:22])[CH:16]=1)[C:8]2=[O:13])([O-])=O>O1CCCC1.[Pd]>[NH2:1][C:4]1[CH:12]=[CH:11][CH:10]=[C:9]2[C:5]=1[CH2:6][N:7]([CH2:14][C:15]1[CH:20]=[CH:19][CH:18]=[C:17]([CH2:21][SiH3:22])[CH:16]=1)[C:8]2=[O:13]. Reported procedure: A solution of 4-nitro-2-[3-(silylmethyl)benzyl]-1-isoindolinone (5.2 g, 12.5 mmol) in tetrahydrofuran (60 ml) is, in the presence of palladium (10% on carbon, 375 mg), stirred under an atmosphere of hydrogen for 20 h and filtered, and the filtrate is concentrated under reduced pressure. The desired product is purified by flash chromatography (cyclohexane/ethyl acetate mixtures). Yield: 3.8 g, 79% of theory. Reactants: C(C=CC1=CC=CC=C1)Br (cinnamyl bromide), Grignard reagent, [Mg] (magnesium), C(=C)Br (vinyl bromide), [Cl-].[NH4+] (ammonium chloride), [Cl-] (chloride), COC1=CC=C(C=O)C=C1 (4-methoxybenzaldehyde). The solvent is O1CCCC1 (tetrahydrofuran), C(C)OCC (diethyl ether). Yields the product COC1=CC=C(C(C=C)O)C=C1 (4-methoxy-α-vinylbenzyl alcohol). RXN SMILES: [CH2:1](Br)[CH:2]=CC1C=CC=CC=1.[Cl-].[Mg].C(Br)=C.[CH3:16][O:17][C:18]1[CH:25]=[CH:24][C:21]([CH:22]=[O:23])=[CH:20][CH:19]=1.[Cl-].[NH4+]>C(OCC)C.O1CCCC1>[CH3:16][O:17][C:18]1[CH:25]=[CH:24][C:21]([CH:22]([OH:23])[CH:1]=[CH2:2])=[CH:20][CH:19]=1 |f:5.6|. Procedure details: Instead of the cinnamyl bromide, the chloride may also be used. Illustrative of its preparation is the following procedure: To the Grignard reagent, prepared from 2.25 g of magnesium, 9.75 g of vinyl bromide and 50 ml of tetrahydrofuran, the solution of 10.2 g of 4-methoxybenzaldehyde in 75 ml of diethyl ether is added dropwise while stirring under nitrogen and cooling with ice. The mixture is stirred for 2 hours at room temperature, again cooled, and 12 ml of saturated aqueous ammonium chloride... Yields the product [N+](=O)([O-])C1=CC=C(C=C1)C1=NNC(CC2=C1C=C1C(=C2)OCO1)C ((-)-1-(4-Nitrophenyl)-4-methyl-7,8-methylenedioxy-3,4-dihydro-5H-2,3-benzodiazepine). The reactants are B (borane), [N+](=O)([O-])C1=CC=C(C=C1)C1=NN=C(CC2=C1C=C1C(=C2)OCO1)C (1-(4-nitrophenyl)-4-methyl-7,8-methylenedioxy-5H-2,3-benzodiazepine), N[C@H](C(O)(C1=CC=CC=C1)C1=CC=CC=C1)C(C)C ((S)-(-)-2-amino-3-methyl-1,1-diphenylbutan-1-ol). Procedure details: A solution of (S)-(-)-2-amino-3-methyl-1,1-diphenylbutan-1-ol (4.75 g) in dry methylene chloride was cooled to -70° C. and treated with a solution of borane in THF (1.8 M, 9.5 ml) over a 20 minute period under an atmosphere of dry nitrogen. The resulting solution was gradually warmed to 0° C. and allowed to stand overnight at 4° C. This mixture was treated with a solution of 1-(4-nitrophenyl)-4-methyl-7,8-methylenedioxy-5H-2,3-benzodiazepine (5.0 g) in dry methylene chloride (100 ml) at room tem... The solvent is C1CCOC1 (THF), C(C)O (ethanol), C(Cl)Cl (methylene chloride), C(Cl)Cl (methylene chloride). The yield is 88.8%. RXN SMILES: N[C@@H](C(C)C)C(C1C=CC=CC=1)(C1C=CC=CC=1)O.B.[N+:21]([C:24]1[CH:29]=[CH:28][C:27]([C:30]2[C:36]3[CH:37]=[C:38]4[O:43][CH2:42][O:41][C:39]4=[CH:40][C:35]=3[CH2:34][C:33]([CH3:44])=[N:32][N:31]=2)=[CH:26][CH:25]=1)([O-:23])=[O:22]>C(Cl)Cl.C1COCC1.C(O)C>[N+:21]([C:24]1[CH:25]=[CH:26][C:27]([C:30]2[C:36]3[CH:37]=[C:38]4[O:43][CH2:42][O:41][C:39]4=[CH:40][C:35]=3[CH2:34][CH:33]([CH3:44])[NH:32][N:31]=2)=[CH:28][CH:29]=1)([O-:23])=[O:22]. Conditions: temperature 0 celsius, time 8 hour.